This data is from the Open Reaction Database (ORD), a public repository of structured organic reaction records. The task is: describe an organic reaction: reactants, conditions, products, and yield Reactants: CCO, BrCC1CCCCC1, NCCO. The product is OCCNCC1CCCCC1. Reaction SMILES: [CH3:13][CH2:14][OH:15].[CH:1]1([CH2:7][Br:8])[CH2:2][CH2:3][CH2:4][CH2:5][CH2:6]1.[NH2:9][CH2:10][CH2:11][OH:12]>>[CH:1]1([CH2:7][NH:9][CH2:10][CH2:11][OH:12])[CH2:2][CH2:3][CH2:4][CH2:5][CH2:6]1.